From a dataset of the Open Reaction Database (ORD), a public repository of structured organic reaction records. describe an organic reaction: reactants, conditions, products, and yield The reactants are O=C(c1ccccc1)N1CCc2[nH]c3ccc(Br)cc3c2CC1, COCCOC, COc1ccc(B(O)O)cc1, CCOC(C)=O, CCCCCCC, [Na+], [Na+], O=C([O-])[O-], c1ccc(P(c2ccccc2)(c2ccccc2)[Pd](P(c2ccccc2)(c2ccccc2)c2ccccc2)(P(c2ccccc2)(c2ccccc2)c2ccccc2)P(c2ccccc2)(c2ccccc2)c2ccccc2)cc1. Product: COc1ccc(-c2ccc3[nH]c4c(c3c2)CCN(C(=O)c2ccccc2)CC4)cc1. Reaction SMILES: [C:1]([c:2]1[cH:3][cH:4][cH:5][cH:6][cH:7]1)(=[O:8])[N:9]1[CH2:10][CH2:11][c:12]2[nH:13][c:14]3[cH:15][cH:16][c:17]([Br:23])[cH:18][c:19]3[c:20]2[CH2:21][CH2:22]1.[CH2:48]([CH2:49][O:50][CH3:51])[O:52][CH3:53].[CH3:24][O:25][c:26]1[cH:27][cH:28][c:29]([B:32]([OH:33])[OH:34])[cH:30][cH:31]1.[CH3:35][CH2:36][O:37][C:38]([CH3:39])=[O:40].[CH3:41][CH2:42][CH2:43][CH2:44][CH2:45][CH2:46][CH3:47].[Na+:54].[Na+:55].[O-:56][C:57](=[O:58])[O-:59].[cH:60]1[cH:61][cH:62][c:63]([P:64]([Pd:65]([P:66]([c:67]2[cH:68][cH:69][cH:70][cH:71][cH:72]2)([c:73]2[cH:74][cH:75][cH:76][cH:77][cH:78]2)[c:79]2[cH:80][cH:81][cH:82][cH:83][cH:84]2)([P:85]([c:86]2[cH:87][cH:88][cH:89][cH:90][cH:91]2)([c:92]2[cH:93][cH:94][cH:95][cH:96][cH:97]2)[c:98]2[cH:99][cH:100][cH:101][cH:102][cH:103]2)[P:104]([c:105]2[cH:106][cH:107][cH:108][cH:109][cH:110]2)([c:111]2[cH:112][cH:113][cH:114][cH:115][cH:116]2)[c:117]2[cH:118][cH:119][cH:120][cH:121][cH:122]2)([c:123]2[cH:124][cH:125][cH:126][cH:127][cH:128]2)[c:129]2[cH:130][cH:131][cH:132][cH:133][cH:134]2)[cH:135][cH:136]1>>[C:1]([c:2]1[cH:3][cH:4][cH:5][cH:6][cH:7]1)(=[O:8])[N:9]1[CH2:10][CH2:11][c:12]2[nH:13][c:14]3[cH:15][cH:16][c:17](-[c:29]4[cH:28][cH:27][c:26]([O:25][CH3:24])[cH:31][cH:30]4)[cH:18][c:19]3[c:20]2[CH2:21][CH2:22]1. The reactants are C(C)(C)(C)OC(NC1CCN(CC1)CCN1CCC(CC1)C)=O ({1-[2-(4-Methyl-piperidin-1-yl)-ethyl]-piperidin-4-yl}-carbamic acid tert-butyl ester), C(Cl)Cl (DCM), Cl (HCl). The solvent is O1CCOCC1 (dioxane), O1CCOCC1 (dioxane). Product: Cl.Cl.Cl.CC1CCN(CC1)CCN1CCC(CC1)N (1-[2-(4-Methyl-piperidin-1-yl)-ethyl]-piperidin-4-ylamine tri-hydrochloride). Reaction SMILES: C(OC(=O)[NH:7][CH:8]1[CH2:13][CH2:12][N:11]([CH2:14][CH2:15][N:16]2[CH2:21][CH2:20][CH:19]([CH3:22])[CH2:18][CH2:17]2)[CH2:10][CH2:9]1)(C)(C)C.C(Cl)[Cl:25].[ClH:27]>O1CCOCC1>[ClH:25].[ClH:27].[ClH:25].[CH3:22][CH:19]1[CH2:18][CH2:17][N:16]([CH2:15][CH2:14][N:11]2[CH2:10][CH2:9][CH:8]([NH2:7])[CH2:13][CH2:12]2)[CH2:21][CH2:20]1 |f:4.5.6.7|. Procedure details: The tert-butyl ester 9 (2 g, 6.14 mmol) is suspended in 10 ml of dioxane. DCM is then added until the solid dissolved. To this mixture, 4M−HCl in dioxane (12.3 ml, 49.2 mmol) is added. After stirring over night the solvents are evaporated to leave a white solid product.